From a dataset of the Open Reaction Database (ORD), a public repository of structured organic reaction records. describe an organic reaction: reactants, conditions, products, and yield The reactants are BrC1=CC=C(C=O)C=C1 (4-bromobenzaldehyde), 1, C(CC(=O)O)(=O)O (malonic acid), N1CCCCC1 (piperidine), Cl (hydrochloric acid). The solvent is N1=CC=CC=C1 (pyridine), O (water). Product: BrC1=CC=C(C=CC(=O)O)C=C1 (4-bromocinnamic acid). Yield: 88.0%. Reaction SMILES: [Br:1][C:2]1[CH:9]=[CH:8][C:5]([CH:6]=O)=[CH:4][CH:3]=1.C(O)(=O)[CH2:11][C:12]([OH:14])=[O:13].N1CCCCC1.Cl>N1C=CC=CC=1.O>[Br:1][C:2]1[CH:9]=[CH:8][C:5]([CH:6]=[CH:11][C:12]([OH:14])=[O:13])=[CH:4][CH:3]=1. Procedure details: A solution of 4-bromobenzaldehyde, 1 (110 g, 0.59 mol), malonic acid (112.5 g, 1.189 mol), piperidine (11 mL) in pyridine (350 mL) was heated to 80° C. for 1 h, then refluxed for 3 h. Then the reaction mixture was cooled to room temperature, poured into a large beaker filled with cold water, and then acidified (pH<3) by slowly adding 25 mL of concentrated hydrochloric acid. The resulting precipitate was filtered and washed with cold water. The crude product was dissolved in aqueous sodium hydrox... Starting materials: COC1=CC=C(C=CC2=CC=C(C(=O)OCC)C=C2)C=C1 (Ethyl 4-(4-methoxystyryl)benzoate), [H-].[Al+3].[Li+].[H-].[H-].[H-] (lithium aluminum hydride), O (water). Run in O1CCCC1 (tetrahydrofuran), O1CCCC1 (tetrahydrofuran), O1CCCC1 (tetrahydrofuran). Conditions: time 1 hour. Product: COC1=CC=C(C=CC2=CC=C(CO)C=C2)C=C1 (4-(4-Methoxystyryl)benzyl alcohol). As a reaction SMILES: [CH3:1][O:2][C:3]1[CH:21]=[CH:20][C:6]([CH:7]=[CH:8][C:9]2[CH:19]=[CH:18][C:12]([C:13](OCC)=[O:14])=[CH:11][CH:10]=2)=[CH:5][CH:4]=1.[H-].[Al+3].[Li+].[H-].[H-].[H-].O>O1CCCC1>[CH3:1][O:2][C:3]1[CH:21]=[CH:20][C:6]([CH:7]=[CH:8][C:9]2[CH:10]=[CH:11][C:12]([CH2:13][OH:14])=[CH:18][CH:19]=2)=[CH:5][CH:4]=1 |f:1.2.3.4.5.6|. Reported procedure: Ethyl 4-(4-methoxystyryl)benzoate (67 g.) in 600 ml. of tetrahydrofuran was gradually added to a suspension of 12 g. of lithium aluminum hydride in 300 ml. of tetrahydrofuran at such a rate to maintain gentle reflux. The reaction mixture was heated at reflux for two hours, then cooled and 24 ml. of water in 24 ml. of tetrahydrofuran added slowly. The mixture was stirred for one hour, heated to reflux temperature and filtered hot through a steam-jacketed funnel. The solvent was removed from the f... The reactants are CC=1N=NN(C1)C=1C[C@H]2N(C1C(=O)OCC1=CC=C(C=C1)[N+](=O)[O-])C(C2)=O (p-nitrobenzyl 2-(4-methyl-1,2,3-triazol-1-yl)-carbapen-2-em-3-carboxylate), CC1=CN=NN1C=1C[C@H]2N(C1C(=O)OCC1=CC=C(C=C1)[N+](=O)[O-])C(C2)=O (p-nitrobenzyl 2-(5-methyl-1,2,3-triazol-1-yl)-carbapen-2-em-3-carboxylate), N1(CCOCC1)CCCS(=O)(=O)O (4-morpholinepropanesulfonic acid). The reagents and catalysts are [Pd] (palladium on charcoal). The solvent is O1CCOCC1 (dioxane), O (water), C(C)O (ethanol). Run at time 30 minute. The product is solution, CC=1N=NN(C1)C=1C[C@H]2N(C1C(=O)O)C(C2)=O (2-(4-methyl-1,2,3-triazol-1-yl)-carbapen-2-em-3-carboxylic acid), CC1=CN=NN1C=1C[C@H]2N(C1C(=O)O)C(C2)=O (2-(5-methyl-1,2,3-triazol-1-yl)-carbapen-2-em-3-carboxylic acid). RXN SMILES: [CH3:1][C:2]1[N:3]=[N:4][N:5]([C:7]2[CH2:8][C@@H:9]3[CH2:26][C:25](=[O:27])[N:10]3[C:11]=2[C:12]([O:14]CC2C=CC([N+]([O-])=O)=CC=2)=[O:13])[CH:6]=1.[CH3:28][C:29]1[N:33]([C:34]2[CH2:35][C@@H:36]3[CH2:53][C:52](=[O:54])[N:37]3[C:38]=2[C:39]([O:41]CC2C=CC([N+]([O-])=O)=CC=2)=[O:40])[N:32]=[N:31][CH:30]=1.N1(CCCS(O)(=O)=O)CCOCC1>O1CCOCC1.O.C(O)C.[Pd]>[CH3:1][C:2]1[N:3]=[N:4][N:5]([C:7]2[CH2:8][C@@H:9]3[CH2:26][C:25](=[O:27])[N:10]3[C:11]=2[C:12]([OH:14])=[O:13])[CH:6]=1.[CH3:28][C:29]1[N:33]([C:34]2[CH2:35][C@@H:36]3[CH2:53][C:52](=[O:54])[N:37]3[C:38]=2[C:39]([OH:41])=[O:40])[N:32]=[N:31][CH:30]=1. Reported procedure: A solution of a mixture of p-nitrobenzyl 2-(4-methyl-1,2,3-triazol-1-yl)-carbapen-2-em-3-carboxylate and p-nitrobenzyl 2-(5-methyl-1,2,3-triazol-1-yl)-carbapen-2-em-3-carboxylate (0.7 mg) in dioxane (100 microliter), deionized water (60 microliter), absolute ethanol (8.3 microliter), and pH 7.0 0.5M aqueous 4-morpholinepropanesulfonic acid (10.2 microliter) was shaken with 10% (w/w) palladium on charcoal (1.0 mg) under hydrogen (50 psig) at ambient temperature. After 30 min. the mixture was cent... The reactants are ClC=1OC=C(N1)C(=O)OCC (ethyl 2-chlorooxazole-4-carboxylate), C(CCC)[Sn](C(=C)OCC)(CCCC)CCCC (tributyl(1-ethoxyvinyl)stannane). Yields the product C(C)OC(=C)C=1OC=C(N1)C(=O)OCC (Ethyl 2-(1-ethoxyvinyl)oxazole-4-carboxylate). Reaction SMILES: Cl[C:2]1[O:3][CH:4]=[C:5]([C:7]([O:9][CH2:10][CH3:11])=[O:8])[N:6]=1.C([Sn](CCCC)(CCCC)[C:17]([O:19][CH2:20][CH3:21])=[CH2:18])CCC>>[CH2:20]([O:19][C:17]([C:2]1[O:3][CH:4]=[C:5]([C:7]([O:9][CH2:10][CH3:11])=[O:8])[N:6]=1)=[CH2:18])[CH3:21]. Procedure: Ethyl 2-(1-ethoxyvinyl)oxazole-4-carboxylate was prepared using the procedure described in Example 33(a), starting from ethyl 2-chlorooxazole-4-carboxylate (10.5 g, 59.8 mmol) and tributyl(1-ethoxyvinyl)stannane (24 ml, 65.8 mmol), The product was purified with flash-chromatography. Yield 10.3 g. 1H-NMR (400 MHz; CDCl3): δ ppm 1.23-1.46 (m, 6H), 3.94-3.99 (m, 2H), 4.36-4.42 (m, 2H), 4.8 (d, 1H), 5.33 (s, 1H), 8.19 (s, 1H). Starting materials: CN1N=CC(=C1C(NC1=CC=2N(C=C1)N=C(N2)N2CCCC2)=O)C(=O)O (1-methyl-5-(2-(pyrrolidin-1-yl)-[1,2,4]triazolo[1,5-a]pyridin-7-ylcarbamoyl)-1H-pyrazole-4-carboxylic acid), N1CCOCC1 (morpholine), CCCP(=O)=O (propylphosphonic anhydride), C(C)(C)N(C(C)C)CC (N,N-diisopropylethylamine). The solvent is O1CCCC1 (tetrahydrofuran). Reaction conditions: temperature 70 celsius, time 18 hour. The product is N1(CCCC1)C1=NN2C(C=C(C=C2)NC(=O)C=2N(N=CC2C(=O)N2CCOCC2)C)=N1 (2-methyl-4-(morpholine-4-carbonyl)-2H-pyrazole-3-carboxylic acid (2-pyrrolidin-1-yl-[1,2,4]triazolo[1,5-a]pyridin-7-yl)-amide). Isolated yield 60.9%. Reaction SMILES: [CH3:1][N:2]1[C:6]([C:7](=[O:23])[NH:8][C:9]2[CH:14]=[CH:13][N:12]3[N:15]=[C:16]([N:18]4[CH2:22][CH2:21][CH2:20][CH2:19]4)[N:17]=[C:11]3[CH:10]=2)=[C:5]([C:24](O)=[O:25])[CH:4]=[N:3]1.[NH:27]1[CH2:32][CH2:31][O:30][CH2:29][CH2:28]1.CCCP(=O)=O.C(N(CC)C(C)C)(C)C>O1CCCC1>[N:18]1([C:16]2[N:17]=[C:11]3[CH:10]=[C:9]([NH:8][C:7]([C:6]4[N:2]([CH3:1])[N:3]=[CH:4][C:5]=4[C:24]([N:27]4[CH2:32][CH2:31][O:30][CH2:29][CH2:28]4)=[O:25])=[O:23])[CH:14]=[CH:13][N:12]3[N:15]=2)[CH2:22][CH2:21][CH2:20][CH2:19]1. Procedure: A mixture of 1-methyl-5-(2-(pyrrolidin-1-yl)-[1,2,4]triazolo[1,5-a]pyridin-7-ylcarbamoyl)-1H-pyrazole-4-carboxylic acid (150 mg, 422 μmol), morpholine (368 μl, 4.22 mmol), propylphosphonic anhydride (50% in ethyl acetate, 622 μl, 1.06 mmol) and N,N-diisopropylethylamine (215 μl, 1.27 mmol) in tetrahydrofuran (6 ml) was stirred for 18 hours at 70° C. The solvent was evaporated, the residue was triturated with sodium hydrogencarbonate solution. The mixture was extracted with ethyl acetate, washed ... Starting materials: Cc1nnc(-c2ccc3occ(Br)c3c2)o1, CCCC[Sn](CCCC)(CCCC)c1ccccn1, C1CCOC1, c1ccc(P(c2ccccc2)(c2ccccc2)[Pd](P(c2ccccc2)(c2ccccc2)c2ccccc2)(P(c2ccccc2)(c2ccccc2)c2ccccc2)P(c2ccccc2)(c2ccccc2)c2ccccc2)cc1. The product is Cc1nnc(-c2ccc3occ(-c4ccccn4)c3c2)o1. Reaction SMILES: [Br:1][c:2]1[cH:3][o:4][c:5]2[c:6]1[cH:7][c:8](-[c:11]1[o:12][c:13]([CH3:16])[n:14][n:15]1)[cH:9][cH:10]2.[CH2:17]([Sn:18]([CH2:19][CH2:20][CH2:21][CH3:28])([c:22]1[n:23][cH:24][cH:25][cH:26][cH:27]1)[CH2:29][CH2:30][CH2:31][CH3:32])[CH2:33][CH2:34][CH3:35].[O:36]1[CH2:37][CH2:38][CH2:39][CH2:40]1.[cH:41]1[cH:42][cH:43][c:44]([P:45]([Pd:46]([P:47]([c:48]2[cH:49][cH:50][cH:51][cH:52][cH:53]2)([c:54]2[cH:55][cH:56][cH:57][cH:58][cH:59]2)[c:60]2[cH:61][cH:62][cH:63][cH:64][cH:65]2)([P:66]([c:67]2[cH:68][cH:69][cH:70][cH:71][cH:72]2)([c:73]2[cH:74][cH:75][cH:76][cH:77][cH:78]2)[c:79]2[cH:80][cH:81][cH:82][cH:83][cH:84]2)[P:85]([c:86]2[cH:87][cH:88][cH:89][cH:90][cH:91]2)([c:92]2[cH:93][cH:94][cH:95][cH:96][cH:97]2)[c:98]2[cH:99][cH:100][cH:101][cH:102][cH:103]2)([c:104]2[cH:105][cH:106][cH:107][cH:108][cH:109]2)[c:110]2[cH:111][cH:112][cH:113][cH:114][cH:115]2)[cH:116][cH:117]1>>[c:2]1(-[c:22]2[n:23][cH:24][cH:25][cH:26][cH:27]2)[cH:3][o:4][c:5]2[c:6]1[cH:7][c:8](-[c:11]1[o:12][c:13]([CH3:16])[n:14][n:15]1)[cH:9][cH:10]2. Reactants: F[B-](F)(F)F, CC(C)(C)OC(=O)N1CCN(c2nc(C(=O)O)cs2)C(COc2cccnc2)C1, C1COCCN1, CCN(C(C)C)C(C)C, ClCCl, On1nnc2ccccc21, CN(C)C(On1nnc2ccccc21)=[N+](C)C. Yields the product CC(C)(C)OC(=O)N1CCN(c2nc(C(=O)N3CCOCC3)cs2)C(COc2cccnc2)C1. RXN SMILES: [B-:55]([F:56])([F:57])([F:58])[F:59].[C:1]([CH3:2])([CH3:3])([CH3:4])[O:5][C:6](=[O:7])[N:8]1[CH2:9][CH:10]([CH2:22][O:23][c:24]2[cH:25][n:26][cH:27][cH:28][cH:29]2)[N:11]([c:14]2[s:15][cH:16][c:17]([C:19](=[O:20])[OH:21])[n:18]2)[CH2:12][CH2:13]1.[CH2:30]1[CH2:31][O:32][CH2:33][CH2:34][NH:35]1.[CH:36]([N:37]([CH:38]([CH3:39])[CH3:40])[CH2:41][CH3:42])([CH3:43])[CH3:44].[Cl:77][CH2:78][Cl:79].[OH:45][n:46]1[c:47]2[cH:48][cH:49][cH:50][cH:51][c:52]2[n:53][n:54]1.[n:60]1([O:61][C:62]([N:63]([CH3:64])[CH3:65])=[N+:66]([CH3:67])[CH3:68])[c:69]2[cH:70][cH:71][cH:72][cH:73][c:74]2[n:75][n:76]1>>[C:1]([CH3:2])([CH3:3])([CH3:4])[O:5][C:6](=[O:7])[N:8]1[CH2:9][CH:10]([CH2:22][O:23][c:24]2[cH:25][n:26][cH:27][cH:28][cH:29]2)[N:11]([c:14]2[s:15][cH:16][c:17]([C:19](=[O:20])[N:35]3[CH2:30][CH2:31][O:32][CH2:33][CH2:34]3)[n:18]2)[CH2:12][CH2:13]1.